This data is from the Open Reaction Database (ORD), a public repository of structured organic reaction records. The task is: describe an organic reaction: reactants, conditions, products, and yield Starting materials: C(C)C1=CC2=C(N(C(NC2=O)=O)CC2=CC=C(C=C2)C=2C(=CC=CC2)C#N)S1 (4′-[(6-ethyl-2,4-dioxo-3,4-dihydrothieno[2,3-d]pyrimidin-1(2H)-yl)methyl]biphenyl-2-carbonitrile), BrCC(=O)C=1SC(=CC1)Cl (2-bromo-1-(5-chloro-2-thienyl)ethanone), CN(C=O)C (N,N-dimethylformamide), [H-].[Na+] (sodium hydride). Run in C(C)(=O)OCC (ethyl acetate). Reaction conditions: time 2 hour. Yields the product ClC1=CC=C(S1)C(CN1C(N(C2=C(C1=O)C=C(S2)CC)CC2=CC=C(C=C2)C=2C(=CC=CC2)C#N)=O)=O (4′-{[3-[2-(5-chloro-2-thienyl)-2-oxoethyl]-6-ethyl-2,4-dioxo-3,4-dihydrothieno[2,3-d]pyrimidin-1(2H)-yl]methyl}biphenyl-2-carbonitrile). The yield is 56.1%. As a reaction SMILES: [CH2:1]([C:3]1[S:28][C:6]2[N:7]([CH2:13][C:14]3[CH:19]=[CH:18][C:17]([C:20]4[C:21]([C:26]#[N:27])=[CH:22][CH:23]=[CH:24][CH:25]=4)=[CH:16][CH:15]=3)[C:8](=[O:12])[NH:9][C:10](=[O:11])[C:5]=2[CH:4]=1)[CH3:2].Br[CH2:30][C:31]([C:33]1[S:34][C:35]([Cl:38])=[CH:36][CH:37]=1)=[O:32].CN(C)C=O.[H-].[Na+]>C(OCC)(=O)C>[Cl:38][C:35]1[S:34][C:33]([C:31](=[O:32])[CH2:30][N:9]2[C:10](=[O:11])[C:5]3[CH:4]=[C:3]([CH2:1][CH3:2])[S:28][C:6]=3[N:7]([CH2:13][C:14]3[CH:19]=[CH:18][C:17]([C:20]4[C:21]([C:26]#[N:27])=[CH:22][CH:23]=[CH:24][CH:25]=4)=[CH:16][CH:15]=3)[C:8]2=[O:12])=[CH:37][CH:36]=1 |f:3.4|. Procedure details: To a mixture of 4′-[(6-ethyl-2,4-dioxo-3,4-dihydrothieno[2,3-d]pyrimidin-1(2H)-yl)methyl]biphenyl-2-carbonitrile (1 g), 2-bromo-1-(5-chloro-2-thienyl)ethanone (0.74 g) and N,N-dimethylformamide (15 mL) was added 60% sodium hydride (0.15 g), and the mixture was stirred at room temperature for 2 hr. The reaction mixture was diluted with ethyl acetate, washed with 5% potassium hydrogensulfate and then saturated brine, and dried over anhydrous magnesium sulfate. The solvent was evaporated under redu... The reactants are C(C1=CC=CC=C1)(=O)N1C(C(=C(C(=C1)C)C(=O)OCC)C)=O (ethyl 1-benzoyl-3,5-dimethyl-2-oxo-1,2-dihydropyridine-4-carboxylate), [OH-].[K+] (KOH), CO.O (methanol H2O). Product: CC=1C(N(C=C(C1C(=O)O)C)C(C)C1=CC=CC=C1)=O (3,5-dimethyl-2-oxo-1-(1-phenylethyl)-1,2-dihydropyridine-4-carboxylic acid). Yield: 7.3%. As a reaction SMILES: [C:1]([N:9]1[CH:14]=[C:13]([CH3:15])[C:12]([C:16]([O:18]CC)=[O:17])=[C:11]([CH3:21])[C:10]1=[O:22])(=O)[C:2]1[CH:7]=[CH:6][CH:5]=[CH:4][CH:3]=1.[OH-].[K+].[CH3:25]O.O>>[CH3:21][C:11]1[C:10](=[O:22])[N:9]([CH:1]([C:2]2[CH:3]=[CH:4][CH:5]=[CH:6][CH:7]=2)[CH3:25])[CH:14]=[C:13]([CH3:15])[C:12]=1[C:16]([OH:18])=[O:17] |f:1.2,3.4|. Reported procedure: To the solution of ethyl 1-benzoyl-3,5-dimethyl-2-oxo-1,2-dihydropyridine-4-carboxylate (1.06 g, 3.54 mmol) in methanol/H2O (40 mL, 1:1) was added KOH (0.79 g, 14.16 mmol). The mixture was refluxed overnight. Then the mixture was concentrated under vacuum, diluted with water (5 mL) and acidified with 1 N HCl to pH=2. The mixture was extracted with ethyl acetate. The extractions were combined, dried over Na2SO4, and concentrated to give a residue 3,5-dimethyl-2-oxo-1-(1-phenylethyl)-1,2-dihydropy... Starting materials: C(CC)(=O)C=1SC=CC1 (2-propionylthiophene), [C-]#N.[Na+] (sodium cyanide), C([O-])(O)=O.[NH4+] (ammonium bicarbonate), CO (methanol). Yields the product C(C)C1(C(NC(N1)=O)=O)C=1SC=CC1 (5-ethyl-5-(2-thienyl)hydantoin). As a reaction SMILES: [C:1]([C:5]1[S:6][CH:7]=[CH:8][CH:9]=1)(=O)[CH2:2][CH3:3].[C-:10]#[N:11].[Na+].[C:13](=[O:16])(O)[O-].[NH4+:17].C[OH:19]>>[CH2:2]([C:1]1([C:5]2[S:6][CH:7]=[CH:8][CH:9]=2)[NH:17][C:10](=[O:19])[NH:11][C:13]1=[O:16])[CH3:3] |f:1.2,3.4|. Reported procedure: A mixture of 2-propionylthiophene (50 g), sodium cyanide (19.9 g), ammonium bicarbonate (106 g) and an aqueous methanol solution is stirred for 5 hours under increased pressure with heating. After cooling, the precipitates are collected by filtration, washed and dried, whereby 5-ethyl-5-(2-thienyl)hydantoin (45 g) is obtained. Starting materials: C=CCN1CC(C)N(C(=O)OCC)CC1C, Cc1ccccc1, CCO, [K+], O=C=O, [OH-]. Yields the product C=CCN1CC(C)NCC1C. As a reaction SMILES: [CH2:1]([CH:2]=[CH2:3])[N:4]1[CH2:5][CH:6]([CH3:16])[N:7]([C:11]([O:12][CH2:13][CH3:14])=[O:15])[CH2:8][CH:9]1[CH3:10].[CH3:22][c:23]1[cH:24][cH:25][cH:26][cH:27][cH:28]1.[CH3:29][CH2:30][OH:31].[K+:18].[O:19]=[C:20]=[O:21].[OH-:17]>>[CH2:1]([CH:2]=[CH2:3])[N:4]1[CH2:5][CH:6]([CH3:16])[NH:7][CH2:8][CH:9]1[CH3:10]. The reactants are NC=1C=CC(=C(C1)[C@]1(N=C(OC[C@@H]1F)N)C)F ((4R,5R)-4-(5-amino-2-fluoro-phenyl)-5-fluoro-4-methyl-5,6-dihydro-4H-[1,3]oxazin-2-ylamine), FC(COC=1N=CC(=NC1)C(=O)O)F (5-(2,2-difluoro-ethoxy)-pyrazine-2-carboxylic acid). Yields the product NC=1OC[C@@H]([C@@](N1)(C)C=1C=C(C=CC1F)NC(=O)C1=NC=C(N=C1)OCC(F)F)F (5-(2,2-Difluoro-ethoxy)-pyrazine-2-carboxylic acid [3-((4R,5R)-2-amino-5-fluoro-4-methyl-5,6-dihydro-4H-[1,3]oxazin-4-yl)-4-fluoro-phenyl]-amide). RXN SMILES: [NH2:1][C:2]1[CH:3]=[CH:4][C:5]([F:17])=[C:6]([C@:8]2([CH3:16])[C@@H:13]([F:14])[CH2:12][O:11][C:10]([NH2:15])=[N:9]2)[CH:7]=1.[F:18][CH:19]([F:31])[CH2:20][O:21][C:22]1[N:23]=[CH:24][C:25]([C:28](O)=[O:29])=[N:26][CH:27]=1>>[NH2:15][C:10]1[O:11][CH2:12][C@H:13]([F:14])[C@:8]([C:6]2[CH:7]=[C:2]([NH:1][C:28]([C:25]3[CH:24]=[N:23][C:22]([O:21][CH2:20][CH:19]([F:31])[F:18])=[CH:27][N:26]=3)=[O:29])[CH:3]=[CH:4][C:5]=2[F:17])([CH3:16])[N:9]=1. Reported procedure: The condensation of (4R,5R)-4-(5-amino-2-fluoro-phenyl)-5-fluoro-4-methyl-5,6-dihydro-4H-[1,3]oxazin-2-ylamine (intermediate A8.2) and 5-(2,2-difluoro-ethoxy)-pyrazine-2-carboxylic acid (CAS 1174323-38-6; WO2009091016) following procedure I yielded the title compound as a white solid. MS (ISP): m/z=428.2 [M+H]+. Reactants: COC(CN1C(C(CC=C(C1)CNS(=O)(=O)C1=CC=CC=C1)NC(=O)C1=NC=CC2=CC=CC=C12)=O)=O ({6-(Benzenesulfonylamino-methyl)-3-[(isoquinoline-1-carbonyl)-amino]-2-oxo-2,3,4,7-tetrahydro-azepin-1-yl}-acetic acid methyl ester), C1(=CC=CC=C1)S(=O)(=O)NCC1=CCC(C(N(C1)CC(=O)O)=O)NC(=O)C1=NC=CC2=CC=CC=C12 ({6-(Benzenesulfonylamino-methyl)-3-[(isoquinoline-1-carbonyl)-amino]-2-oxo-2,3,4,7-tetrahydro-azepin-1-yl}-acetic acid), C(C=C)OC(NC=1C(OC(C1)=O)OCC)=O ((2-ethoxy-5-oxo-furan-3-yl)-carbamic acid allyl ester), N,N-dimethylbarbituric acid, CCN=C=NCCCN(C)C.Cl (EDCl), [Li+].[OH-] (LiOH), C=1C=CC2=C(C1)N=NN2O (HOBt). Reagents/catalysts: C=1C=CC(=CC1)[P](C=2C=CC=CC2)(C=3C=CC=CC3)[Pd]([P](C=4C=CC=CC4)(C=5C=CC=CC5)C=6C=CC=CC6)([P](C=7C=CC=CC7)(C=8C=CC=CC8)C=9C=CC=CC9)[P](C=1C=CC=CC1)(C=1C=CC=CC1)C=1C=CC=CC1 (Pd(Ph3P)4). The solvent is C1CCOC1.O (THF H2O), C(Cl)Cl.CN(C)C=O (CH2Cl2 DMF), C(Cl)Cl (CH2Cl2), CCOC(=O)C (EtOAc). Run at time 2.5 hour. Yields the product C1(=CC=CC=C1)S(=O)(=O)NCC1=CCC(C(N(C1)CC(NC1C(OC(C1)=O)OCC)=O)=O)NC(=O)C1=NC=CC2=CC=CC=C12 (Isoquinoline-1-carboxylic acid {6-(benzenesulfonylamino-methyl)-1-[(2-ethoxy-5-oxo-tetrahydro-furan-3-ylcarbamoyl)-methyl]-2-oxo-2,3,4,7-tetrahydro-1H-azepin-3-yl}-amide). As a reaction SMILES: CO[C:3](=[O:37])[CH2:4][N:5]1[CH2:11][C:10]([CH2:12][NH:13][S:14]([C:17]2[CH:22]=[CH:21][CH:20]=[CH:19][CH:18]=2)(=[O:16])=[O:15])=[CH:9][CH2:8][CH:7]([NH:23][C:24]([C:26]2[C:35]3[C:30](=[CH:31][CH:32]=[CH:33][CH:34]=3)[CH:29]=[CH:28][N:27]=2)=[O:25])[C:6]1=[O:36].[Li+].[OH-].C(OC(=O)[NH:45][C:46]1[CH:47]([O:52][CH2:53][CH3:54])[O:48][C:49](=[O:51])[CH:50]=1)C=C.C1(S(NCC2CN(CC(O)=O)C(=O)C(NC(C3C4C(=CC=CC=4)C=CN=3)=O)CC=2)(=O)=O)C=CC=CC=1.C1C=CC2N(O)N=NC=2C=1.CCN=C=NCCCN(C)C.Cl>C1COCC1.O.C(Cl)Cl.C(Cl)Cl.CN(C=O)C.CCOC(C)=O.C1C=CC([P]([Pd]([P](C2C=CC=CC=2)(C2C=CC=CC=2)C2C=CC=CC=2)([P](C2C=CC=CC=2)(C2C=CC=CC=2)C2C=CC=CC=2)[P](C2C=CC=CC=2)(C2C=CC=CC=2)C2C=CC=CC=2)(C2C=CC=CC=2)C2C=CC=CC=2)=CC=1>[C:17]1([S:14]([NH:13][CH2:12][C:10]2[CH2:11][N:5]([CH2:4][C:3](=[O:37])[NH:45][CH:46]3[CH2:50][C:49](=[O:51])[O:48][CH:47]3[O:52][CH2:53][CH3:54])[C:6](=[O:36])[CH:7]([NH:23][C:24]([C:26]3[C:35]4[C:30](=[CH:31][CH:32]=[CH:33][CH:34]=4)[CH:29]=[CH:28][N:27]=3)=[O:25])[CH2:8][CH:9]=2)(=[O:16])=[O:15])[CH:18]=[CH:19][CH:20]=[CH:21][CH:22]=1 |f:1.2,6.7,8.9,11.12,^1:140,142,161,180|. Procedure: A solution containing {6-(Benzenesulfonylamino-methyl)-3-[(isoquinoline-1-carbonyl)-amino]-2-oxo-2,3,4,7-tetrahydro-azepin-1-yl}-acetic acid methyl ester (34) (84 mg, 0.17 mmol) in 4 mL of 3:1 THF/H2O was treated with excess LiOH and stirred for 2.5 h at rt. The solution was acidified and extracted with EtOAc. The EtOAc layer was dried (Na2SO4) and concentrated to give the crude carboxylic acid. A catalytic amount of Pd(Ph3P)4 is added to a solution of (2-ethoxy-5-oxo-furan-3-yl)-carbamic acid a... Product: ClC=1C(C(C(C1)C=CC(CC(CCCC)C)O)=CCCCC=CC(=O)OC)=O (2-chloro-4-(3-hydroxy-5-methyl-1-nonenyl)-5-(6-methoxycarbonyl-5-hexenylidene)-2-cyclopentenone). Solvent: CO (methanol), CC(=O)C (acetone). Starting materials: OO (hydrogen peroxide), OC(C=CC1C=CC(C1=CCCCC=CC(=O)OC)=O)CC(CCCC)C (4-(3-hydroxy-5-methyl-1nonenyl)-5-(6-methoxycarbonyl-5-hexenylidene)-2-cyclopentenone), [Cl-].[NH4+] (ammonium chloride), Cl (hydrochloric acid), [OH-].[Na+] (sodium hydroxide), C(O)([O-])=O.[Na+] (sodium hydrogencarbonate). RXN SMILES: OO.[OH:3][CH:4]([CH2:23][CH:24]([CH3:29])[CH2:25][CH2:26][CH2:27][CH3:28])[CH:5]=[CH:6][CH:7]1[C:11](=[CH:12][CH2:13][CH2:14][CH2:15][CH:16]=[CH:17][C:18]([O:20][CH3:21])=[O:19])[C:10](=[O:22])[CH:9]=[CH:8]1.[OH-].[Na+].[Cl-:32].[NH4+].Cl.C(=O)([O-])O.[Na+]>CO.CC(C)=O>[Cl:32][C:9]1[C:10](=[O:22])[C:11](=[CH:12][CH2:13][CH2:14][CH2:15][CH:16]=[CH:17][C:18]([O:20][CH3:21])=[O:19])[CH:7]([CH:6]=[CH:5][CH:4]([OH:3])[CH2:23][CH:24]([CH3:29])[CH2:25][CH2:26][CH2:27][CH3:28])[CH:8]=1 |f:2.3,4.5,7.8|. Isolated yield 47.0%. Procedure: 0.3 ml of 30% aqueous hydrogen peroxide was added to a solution of 160 mg (428 micromol) of 4-(3-hydroxy-5-methyl-1nonenyl)-5-(6-methoxycarbonyl-5-hexenylidene)-2-cyclopentenone in 5 ml of methanol under ice cooling and stirring, and then 60 microliters of 1N sodium hydroxide was added. The mixture was stirred at 0° C. for 20 minutes. A saturated aqueous solution of ammonium chloride was added, and the mixtue was extracted with hexane. The organic layer was washed with a saturated aqueous soluti... The reactants are C[Si](C)(C)Br, CC#N, CCOC(C)=O, CS(C)=O, O, c1ccc(-n2cccc2)nc1. The product is Brc1ccn(-c2ccccn2)c1. Reaction SMILES: [Br:1][Si:2]([CH3:3])([CH3:4])[CH3:5].[CH3:22][C:23]#[N:24].[CH3:25][CH2:26][O:27][C:28]([CH3:29])=[O:30].[CH3:6][S:7]([CH3:8])=[O:9].[OH2:21].[n:10]1(-[c:15]2[n:16][cH:17][cH:18][cH:19][cH:20]2)[cH:11][cH:12][cH:13][cH:14]1>>[Br:1][c:12]1[cH:11][n:10](-[c:15]2[n:16][cH:17][cH:18][cH:19][cH:20]2)[cH:14][cH:13]1. Reactants: N1=C(C=CC=C1)C1=CN=CO1 (5-(2-pyridyl)oxazole), O(C1=CC=CC=C1)CC1=CC=C(C=C1)CCC(=O)O (3-(4-(phenoxymethyl)phenyl)propanoic acid). Product: EtOAc-hexanes, O(C1=CC=CC=C1)CC1=CC=C(C=C1)CCC(=O)C=1OC(=CN1)C1=NC=CC=C1 (3-(4-(Phenoxymethyl)phenyl)-1-(5-(pyridin-2-yl)oxazol-2-yl)propan-1-one). The yield is 32.0%. Reaction SMILES: [N:1]1[CH:6]=[CH:5][CH:4]=[CH:3][C:2]=1[C:7]1[O:11][CH:10]=[N:9][CH:8]=1.[O:12]([CH2:19][C:20]1[CH:25]=[CH:24][C:23]([CH2:26][CH2:27][C:28](O)=[O:29])=[CH:22][CH:21]=1)[C:13]1[CH:18]=[CH:17][CH:16]=[CH:15][CH:14]=1>>[O:12]([CH2:19][C:20]1[CH:21]=[CH:22][C:23]([CH2:26][CH2:27][C:28]([C:10]2[O:11][C:7]([C:2]3[CH:3]=[CH:4][CH:5]=[CH:6][N:1]=3)=[CH:8][N:9]=2)=[O:29])=[CH:24][CH:25]=1)[C:13]1[CH:18]=[CH:17][CH:16]=[CH:15][CH:14]=1. Procedure details: The title compound (11e) was prepared from 5-(2-pyridyl)oxazole and 3-(4-(phenoxymethyl)phenyl)propanoic acid (S27) using General Procedure B. PTLC (SiO2, 50% EtOAc-hexanes) afforded 11e (40 mg, 0.10 mmol, 32%) as a pale yellow solid: 1H NMR (CDCl3, 400 MHz) 8.68-8.66 (m, 1H), 7.89 (s, 1H), 7.88-7.85 (m, 1H), 7.81 (td, 1H, J=7.9, 1.5 Hz), 7.38 (d, 2H, J=8.2 Hz), 7.34-7.27 (m, 5H), 6.99-6.94 (m, 3H), 5.03 (s, 2H), 3.48 (t, 2H, J=7.4 Hz), 3.13 (t, 2H, J=7.5 Hz); 13C NMR (CDCl3, 100 MHz) 187.2, 158... Reactants: C1CCOC1, C[Si](C)(C)[N-][Si](C)(C)C, CN1C(=O)Cc2ccccc21, Cc1ccccc1, COc1cc2ncnc(Cl)c2cc1OC, [K+]. The product is COc1cc2ncnc(C3C(=O)N(C)c4ccccc43)c2cc1OC. RXN SMILES: [CH2:44]1[O:45][CH2:46][CH2:47][CH2:48]1.[CH3:1][Si:2]([N-:3][Si:4]([CH3:5])([CH3:6])[CH3:7])([CH3:8])[CH3:9].[CH3:26][N:27]1[C:28](=[O:36])[CH2:29][c:30]2[cH:31][cH:32][cH:33][cH:34][c:35]21.[CH3:37][c:38]1[cH:39][cH:40][cH:41][cH:42][cH:43]1.[Cl:11][c:12]1[n:13][cH:14][n:15][c:16]2[cH:17][c:18]([O:24][CH3:25])[c:19]([O:22][CH3:23])[cH:20][c:21]12.[K+:10]>>[c:12]1([CH:29]2[C:28](=[O:36])[N:27]([CH3:26])[c:35]3[c:30]2[cH:31][cH:32][cH:33][cH:34]3)[n:13][cH:14][n:15][c:16]2[cH:17][c:18]([O:24][CH3:25])[c:19]([O:22][CH3:23])[cH:20][c:21]12.